From a dataset of the Open Reaction Database (ORD), a public repository of structured organic reaction records. describe an organic reaction: reactants, conditions, products, and yield Reactants: ClCCOC1=C(C=CC=C1)C1(CCC1)NC=1C(N(C=CN1)C=1C=C(C(=O)NC2CC2)C=CC1C)=O (3-(3-(1-(2-(2-chloroethoxy)phenyl)cyclobutylamino)-2-oxopyrazin-1(2H)-yl)-N-cyclopropyl-4-methylbenzamide), C(O)CN (ethanolamine). Product: C1(CC1)NC(C1=CC(=C(C=C1)C)N1C(C(=NC=C1)NC1(CCC1)C1=C(C=CC=C1)OCCNCCO)=O)=O (N-Cyclopropyl-3-[3-[[1-[2-[2-[(2-hydroxyethyl)amino]ethoxy]phenyl]cyclobutyl]amino]-2-oxo-1(2H)-pyrazinyl]-4-methyl-benzamide). As a reaction SMILES: Cl[CH2:2][CH2:3][O:4][C:5]1[CH:10]=[CH:9][CH:8]=[CH:7][C:6]=1[C:11]1([NH:15][C:16]2[C:17](=[O:35])[N:18]([C:22]3[CH:23]=[C:24]([CH:31]=[CH:32][C:33]=3[CH3:34])[C:25]([NH:27][CH:28]3[CH2:30][CH2:29]3)=[O:26])[CH:19]=[CH:20][N:21]=2)[CH2:14][CH2:13][CH2:12]1.[CH2:36]([CH2:38][NH2:39])[OH:37]>>[CH:28]1([NH:27][C:25](=[O:26])[C:24]2[CH:31]=[CH:32][C:33]([CH3:34])=[C:22]([N:18]3[CH:19]=[CH:20][N:21]=[C:16]([NH:15][C:11]4([C:6]5[CH:7]=[CH:8][CH:9]=[CH:10][C:5]=5[O:4][CH2:3][CH2:2][NH:39][CH2:38][CH2:36][OH:37])[CH2:14][CH2:13][CH2:12]4)[C:17]3=[O:35])[CH:23]=2)[CH2:30][CH2:29]1. Reported procedure: The title product was prepared from 3-(3-(1-(2-(2-chloroethoxy)phenyl)cyclobutylamino)-2-oxopyrazin-1(2H)-yl)-N-cyclopropyl-4-methylbenzamide (Example 268g) and ethanolamine using a similar method to that described for example 167f. The reactants are C(C)(C)N1N=CN=C1C=1N=C2N(CCOC3=C2C=CC(=C3)C(=O)O)C1 (2-(1-isopropyl-1H-1,2,4-triazol-5-yl)-5,6-dihydrobenzo[f]imidazo[1,2-d][1,4]oxazepine-9-carboxylic acid), Cl.O(C)N (Methoxylamine hydrochloride). The solvent is C1CCOC1 (THF). Yields the product C(C)(C)N1N=CN=C1C=1N=C2N(CCOC3=C2C=CC(=C3)C(=O)NOC)C1 (2-(1-isopropyl-1H-1,2,4-triazol-5-yl)-N-methoxy-5,6-dihydrobenzo[f]imidazo[1,2-d][1,4]oxazepine-9-carboxamide). Reaction SMILES: [CH:1]([N:4]1[C:8]([C:9]2[N:10]=[C:11]3[C:17]4[CH:18]=[CH:19][C:20]([C:22]([OH:24])=O)=[CH:21][C:16]=4[O:15][CH2:14][CH2:13][N:12]3[CH:25]=2)=[N:7][CH:6]=[N:5]1)([CH3:3])[CH3:2].Cl.[O:27]([NH2:29])[CH3:28]>C1COCC1>[CH:1]([N:4]1[C:8]([C:9]2[N:10]=[C:11]3[C:17]4[CH:18]=[CH:19][C:20]([C:22]([NH:29][O:27][CH3:28])=[O:24])=[CH:21][C:16]=4[O:15][CH2:14][CH2:13][N:12]3[CH:25]=2)=[N:7][CH:6]=[N:5]1)([CH3:3])[CH3:2] |f:1.2|. Procedure: Following the same procedure as for 133, 2-(1-isopropyl-1H-1,2,4-triazol-5-yl)-5,6-dihydrobenzo[f]imidazo[1,2-d][1,4]oxazepine-9-carboxylic acid (20 mg, 0.06 mmol) was reacted with Methoxylamine hydrochloride (9.8 mg, 0.12 mmol) in THF to provide 168. LC/MS (ESI+): m/z 369 (M+H). 1H NMR (400 MHz, DMSO) δ 8.45 (t, J=16.8, 1H), 7.95 (d, J=26.9, 2H), 7.49 (dd, J=20.1, 18.6, 2H), 5.86 (dt, J=13.1, 6.4, 1H), 4.56 (d, J=2.8, 4H), 3.72 (s, 2H), 1.61-1.32 (m, 5H) Reactants: BrC1=CC=C(C=C1)[C@@H](CC(=O)C1=CC(=NC=C1)C)C1=C(C=C(C=C1)Cl)C ((R)-3-(4-bromo-phenyl)-3-(4-chloro-2-methyl-phenyl)-1-(2-methyl-pyridin-4-yl)-propan-1-one), B(O)(O)C1=CC=C(C(=O)O)C=C1 (4-boronobenzoic acid). Product: ClC1=CC(=C(C=C1)[C@H](CC(=O)C1=CC(=NC=C1)C)C1=CC=C(C=C1)C1=CC=C(C=C1)C(=O)O)C (4′-[(R)-1-(4-Chloro-2-methyl-phenyl)-3-(2-methyl-pyridin-4-yl)-3-oxo-propyl]-biphenyl-4-carboxylic acid). Reaction SMILES: Br[C:2]1[CH:7]=[CH:6][C:5]([C@H:8]([C:19]2[CH:24]=[CH:23][C:22]([Cl:25])=[CH:21][C:20]=2[CH3:26])[CH2:9][C:10]([C:12]2[CH:17]=[CH:16][N:15]=[C:14]([CH3:18])[CH:13]=2)=[O:11])=[CH:4][CH:3]=1.B([C:30]1[CH:38]=[CH:37][C:33]([C:34]([OH:36])=[O:35])=[CH:32][CH:31]=1)(O)O>>[Cl:25][C:22]1[CH:23]=[CH:24][C:19]([C@@H:8]([C:5]2[CH:6]=[CH:7][C:2]([C:30]3[CH:38]=[CH:37][C:33]([C:34]([OH:36])=[O:35])=[CH:32][CH:31]=3)=[CH:3][CH:4]=2)[CH2:9][C:10]([C:12]2[CH:17]=[CH:16][N:15]=[C:14]([CH3:18])[CH:13]=2)=[O:11])=[C:20]([CH3:26])[CH:21]=1. Procedure: In analogy to example 74, step 6, from (R)-3-(4-bromo-phenyl)-3-(4-chloro-2-methyl-phenyl)-1-(2-methyl-pyridin-4-yl)-propan-1-one (example 282, step 1) and 4-boronobenzoic acid was prepared the title compound a brown foam, MS (ESI+): m/z=470.1 ([M+H]+). Reactants: BrC=1SC(=C(N1)C(NC=1C=NN(C1C12CCC(C(CC1)O2)NC(=O)OC(C)(C)C)C)=O)NC(OC(C)(C)C)=O (tert-Butyl N-[2-bromo-4-[[5-[2-(tert-butoxycarbonylamino)-8-oxabicyclo[3.2.1]octan-5-yl]-1-methyl-pyrazol-4-yl]carbamoyl]thiazol-5-yl]carbamate), F[C@@H]1CO[C@@H](CC[C@H]1NC(OC(C)(C)C)=O)C1=C(C=NN1C)[N+](=O)[O-] (tert-butyl ((3S,4R,7S)-3-fluoro-7-(1-methyl-4-nitro-1H-pyrazol-5-yl)oxepan-4-yl)carbamate), F[C@@H]1CO[C@@H](CC[C@H]1NC(OC(C)(C)C)=O)C1=C(C=NN1C)[N+](=O)[O-] (tert-butyl ((3S,4R,7S)-3-fluoro-7-(1-methyl-4-nitro-1H-pyrazol-5-yl)oxepan-4-yl)carbamate). Yields the product BrC=1SC(=C(N1)C(NC=1C=NN(C1[C@H]1OC[C@H]([C@@H](CC1)NC(=O)OC(C)(C)C)F)C)=O)NC(OC(C)(C)C)=O (tert-butyl N-[2-bromo-4-[[5-[(2S,5R,6S)-5-(tert-butoxycarbonylamino)-6-fluoro-oxepan-2-yl]-1-methyl-pyrazol-4-yl]carbamoyl]thiazol-5-yl]carbamate). Reaction SMILES: [Br:1][C:2]1[S:3][C:4]([NH:32][C:33](=[O:39])[O:34][C:35]([CH3:38])([CH3:37])[CH3:36])=[C:5]([C:7](=[O:31])[NH:8][C:9]2[CH:10]=[N:11][N:12]([CH3:30])[C:13]=2[C:14]23[O:21][CH:18]([CH2:19]C2)[CH:17]([NH:22][C:23]([O:25][C:26]([CH3:29])([CH3:28])[CH3:27])=[O:24])[CH2:16][CH2:15]3)[N:6]=1.[F:40][C@H]1[C@H](NC(=O)OC(C)(C)C)CC[C@@H](C2N(C)N=CC=2[N+]([O-])=O)OC1>>[Br:1][C:2]1[S:3][C:4]([NH:32][C:33](=[O:39])[O:34][C:35]([CH3:37])([CH3:38])[CH3:36])=[C:5]([C:7](=[O:31])[NH:8][C:9]2[CH:10]=[N:11][N:12]([CH3:30])[C:13]=2[C@@H:14]2[CH2:15][CH2:16][C@@H:17]([NH:22][C:23]([O:25][C:26]([CH3:29])([CH3:27])[CH3:28])=[O:24])[C@H:18]([F:40])[CH2:19][O:21]2)[N:6]=1. Procedure details: Following the procedure for Intermediate 65, starting from tert-butyl ((3S,4R,7S)-3-fluoro-7-(1-methyl-4-nitro-1H-pyrazol-5-yl)oxepan-4-yl)carbamate (Intermediate 80) gave tert-butyl N-[2-bromo-4-[[5-[(2S,5R,6S)-5-(tert-butoxycarbonylamino)-6-fluoro-oxepan-2-yl]-1-methyl-pyrazol-4-yl]carbamoyl]thiazol-5-yl]carbamate. The reactants are Nc1ncccc1Br, OB(O)c1ccc(OCc2ccccc2)c(F)c1, COCCOC, [Na+], [Na+], O=C([O-])[O-], O, c1ccc(P(c2ccccc2)(c2ccccc2)[Pd](P(c2ccccc2)(c2ccccc2)c2ccccc2)(P(c2ccccc2)(c2ccccc2)c2ccccc2)P(c2ccccc2)(c2ccccc2)c2ccccc2)cc1. Product: Nc1ncccc1-c1ccc(OCc2ccccc2)c(F)c1. Reaction SMILES: [Br:25][c:26]1[c:27]([NH2:32])[n:28][cH:29][cH:30][cH:31]1.[CH2:7]([c:8]1[cH:9][cH:10][cH:11][cH:12][cH:13]1)[O:14][c:15]1[c:16]([F:24])[cH:17][c:18]([B:21]([OH:22])[OH:23])[cH:19][cH:20]1.[CH3:33][O:34][CH2:35][CH2:36][O:37][CH3:38].[Na+:1].[Na+:2].[O-:3][C:4](=[O:5])[O-:6].[OH2:39].[cH:40]1[cH:41][cH:42][c:43]([P:44]([Pd:45]([P:46]([c:47]2[cH:48][cH:49][cH:50][cH:51][cH:52]2)([c:53]2[cH:54][cH:55][cH:56][cH:57][cH:58]2)[c:59]2[cH:60][cH:61][cH:62][cH:63][cH:64]2)([P:65]([c:66]2[cH:67][cH:68][cH:69][cH:70][cH:71]2)([c:72]2[cH:73][cH:74][cH:75][cH:76][cH:77]2)[c:78]2[cH:79][cH:80][cH:81][cH:82][cH:83]2)[P:84]([c:85]2[cH:86][cH:87][cH:88][cH:89][cH:90]2)([c:91]2[cH:92][cH:93][cH:94][cH:95][cH:96]2)[c:97]2[cH:98][cH:99][cH:100][cH:101][cH:102]2)([c:103]2[cH:104][cH:105][cH:106][cH:107][cH:108]2)[c:109]2[cH:110][cH:111][cH:112][cH:113][cH:114]2)[cH:115][cH:116]1>>[CH2:7]([c:8]1[cH:9][cH:10][cH:11][cH:12][cH:13]1)[O:14][c:15]1[c:16]([F:24])[cH:17][c:18](-[c:26]2[c:27]([NH2:32])[n:28][cH:29][cH:30][cH:31]2)[cH:19][cH:20]1. The reactants are O=C1N(CCC1)CC(=O)OCC (ethyl 2-oxo-1-pyrrolidineacetate), NCC(=O)N1C(NC(C1)=O)C(C)C (1-(2-aminoacetyl)-2-isopropyl-4-imidazolidinone). Reaction conditions: temperature 110 celsius. Yields the product C(C)(C)C1N(CC(N1)=O)C(CNC(CN1C(CCC1)=O)=O)=O (2-Isopropyl-1-[2-(2-oxo-1-pyrrolidineacetamido)acetyl]4-imidazolidinone). Reaction SMILES: [O:1]=[C:2]1[CH2:6][CH2:5][CH2:4][N:3]1[CH2:7][C:8]([O:10]CC)=O.[NH2:13][CH2:14][C:15]([N:17]1[CH2:21][C:20](=[O:22])[NH:19][CH:18]1[CH:23]([CH3:25])[CH3:24])=[O:16]>>[CH:23]([CH:18]1[NH:19][C:20](=[O:22])[CH2:21][N:17]1[C:15](=[O:16])[CH2:14][NH:13][C:8](=[O:10])[CH2:7][N:3]1[CH2:4][CH2:5][CH2:6][C:2]1=[O:1])([CH3:25])[CH3:24]. Procedure: A mixture of ethyl 2-oxo-1-pyrrolidineacetate (7 g) and 1-(2-aminoacetyl)-2-isopropyl-4-imidazolidinone (4 g) was heated at 110° C. for 8 hours. After cooling the oily residue was chromatographed on a silica gel column (eluant dichloromethane/methanol 9:1). The selected fractions were collected, evaporated under vacuum and the residue was triturated with diisopropyl ether to yield 2.6 g of the title compound, m.p. 104°-106° C. Mass spectrum (E.I., 70 eV, 1.5 mA), m/z=310 (M.+), 267 (M.+ --C3H7). Isolated yield 38.8%. Reactants: ClC1=NC(=CC(=N1)Cl)Cl (2,4,6-trichloro-pyrimidine), Cl.COC1=CC(=NN1)N (5-methoxy-1H-pyrazol-3-amine hydrogen chloride salt). Solvent: C(C)O (ethanol). Product: ClC1=NC(=CC(=N1)NC1=NNC(=C1)OC)Cl (2,6-Dichloro-N-(5-methoxy-1H-pyrazol-3-yl)pyrimidin-4-amine). Yield: 51.0%. As a reaction SMILES: [Cl:1][C:2]1[N:7]=[C:6]([Cl:8])[CH:5]=[C:4](Cl)[N:3]=1.Cl.[CH3:11][O:12][C:13]1[NH:17][N:16]=[C:15]([NH2:18])[CH:14]=1>C(O)C>[Cl:1][C:2]1[N:3]=[C:4]([NH:18][C:15]2[CH:14]=[C:13]([O:12][CH3:11])[NH:17][N:16]=2)[CH:5]=[C:6]([Cl:8])[N:7]=1 |f:1.2|. Procedure: To a solution of 2,4,6-trichloro-pyrimidine (1.7 g) in absolute ethanol (100 mL) was added DIEPA (4.1 mL) and 5-methoxy-1H-pyrazol-3-amine hydrogen chloride salt (1.46 g). The resulting solution was stirred at room temperature for over night. The solvent was evaporated under reduced pressure. The crude compound was purified by Gilson (10-60% MeCN/H2O, 15 minutes) to give the titled compound as solid (1.23 g). 1H NMR δ 12.19 (s, 1H) 10.68 (s, 1H) 6.76 (s, 1H) 5.40 (s, 1H) 3.82 (s, 3H); m/z 260.